Dataset: the Open Reaction Database (ORD), a public repository of structured organic reaction records. Task: describe an organic reaction: reactants, conditions, products, and yield Starting materials: C1=CC=CC=C1 (benzene), C(CC)OC=1C(=CC2=CC=CC=C2C1)N (3-propoxynaphthalen-2-ylamine), C(C)(=O)C(C(=O)OCC)C1=CC=C(C=C1)OC (ethyl α-acetyl-4-methoxyphenylacetate), C(C)(=O)OCC (Ethyl acetate). The solvent is CCCCCC (n-hexane). Conditions: time 70 minute. Yields the product COC1=CC=C(C=C1)C1=C(NC=2C(=CC3=C(C2C1=O)C=CC=C3)OCCC)C (2-(4-methoxyphenyl)-3-methyl-5-propoxy-4H-benzo[f]quinolin-1-one). Yield: 26.1%. As a reaction SMILES: C1C=CC=CC=1.[CH2:7]([O:10][C:11]1[C:12]([NH2:21])=[CH:13][C:14]2[C:19]([CH:20]=1)=[CH:18][CH:17]=[CH:16][CH:15]=2)[CH2:8][CH3:9].[C:22]([CH:25]([C:31]1[CH:36]=[CH:35][C:34]([O:37][CH3:38])=[CH:33][CH:32]=1)[C:26](OCC)=[O:27])(=O)[CH3:23].C(OCC)(=O)C>CCCCCC>[CH3:38][O:37][C:34]1[CH:35]=[CH:36][C:31]([C:25]2[C:26](=[O:27])[C:13]3[C:14]4[CH:15]=[CH:16][CH:17]=[CH:18][C:19]=4[CH:20]=[C:11]([O:10][CH2:7][CH2:8][CH3:9])[C:12]=3[NH:21][C:22]=2[CH3:23])=[CH:32][CH:33]=1. Procedure details: To a benzene solution (38 ml) containing 3-propoxynaphthalen-2-ylamine (600 mg, 2.98 mmol) and ethyl α-acetyl-4-methoxyphenylacetate (1.41 g, 5.96 mmol) was added 85 mg of Amberlyst 15 (Sigma-Aldrich). The resulting mixture was heated under reflux for 20 hours using a Dean-Stark trap. The reaction mixture was cooled to room temperature, filtered to remove resin, and then the filtrate was concentrated under reduced pressure. Diphenyl ether (2.8 ml) was added to the residue, and the mixture was th... The reactants are C(#N)C(CBr)(CCCC)C1=CC=C(C=C1)SC1=CC=CC=C1 (2-cyano-2-(4-phenylthiophenyl)hexyl bromide), N1C=NC=C1 (imidazole). The solvent is O (water). Reaction conditions: time 4 hour. The product is C(#N)C(CN1C=NC=C1)(CCCC)C1=CC=C(C=C1)SC1=CC=CC=C1 (1-[2-Cyano-2-(4-phenylthiophenyl)hexyl]imidazole). The yield is 82.0%. RXN SMILES: [C:1]([C:3]([C:10]1[CH:15]=[CH:14][C:13]([S:16][C:17]2[CH:22]=[CH:21][CH:20]=[CH:19][CH:18]=2)=[CH:12][CH:11]=1)([CH2:6][CH2:7][CH2:8][CH3:9])[CH2:4]Br)#[N:2].[NH:23]1[CH:27]=[CH:26][N:25]=[CH:24]1>O>[C:1]([C:3]([C:10]1[CH:15]=[CH:14][C:13]([S:16][C:17]2[CH:22]=[CH:21][CH:20]=[CH:19][CH:18]=2)=[CH:12][CH:11]=1)([CH2:6][CH2:7][CH2:8][CH3:9])[CH2:4][N:23]1[CH:27]=[CH:26][N:25]=[CH:24]1)#[N:2]. Reported procedure: A mixture of 10 g (0.027 mole) of 2-cyano-2-(4-phenylthiophenyl)hexyl bromide and 8 g (0.13 mole) of imidazole is heated with stirring at 160° for four hours. The reaction mixture is poured into water and extracted with ether. The combined ether extracts are washed with water and dried over Na2SO4. The drying agent is filtered and to the filtrate is bubbled dry hydrogen chloride gas until solution is strongly acidic. The hydrochloride salt is washed with ether and back neutralized with dilute am... The reactants are BrCCCCBr, O=C([O-])[O-], CCO, [K+], [K+], c1ccc2c(N3CCNCC3)nsc2c1. The product is [Br-], c1ccc2c(N3CC[N+]4(CCCC4)CC3)nsc2c1. Reaction SMILES: [Br:16][CH2:17][CH2:18][CH2:19][CH2:20][Br:21].[C:22](=[O:23])([O-:24])[O-:25].[CH3:28][CH2:29][OH:30].[K+:26].[K+:27].[N:1]1([c:7]2[n:8][s:9][c:10]3[c:11]2[cH:12][cH:13][cH:14][cH:15]3)[CH2:2][CH2:3][NH:4][CH2:5][CH2:6]1>>[Br-:16].[N:1]1([c:7]2[n:8][s:9][c:10]3[c:11]2[cH:12][cH:13][cH:14][cH:15]3)[CH2:2][CH2:3][N+:4]2([CH2:5][CH2:6]1)[CH2:17][CH2:18][CH2:19][CH2:20]2. Reactants: COc1ccc(C(=O)O)cc1C=Cc1ccc(OC(F)(F)F)cc1, NC1CC1. Product: COc1ccc(C(=O)NC2CC2)cc1C=Cc1ccc(OC(F)(F)F)cc1. Reaction SMILES: [CH3:1][O:2][c:3]1[c:4]([CH:12]=[CH:13][c:14]2[cH:15][cH:16][c:17]([O:20][C:21]([F:22])([F:23])[F:24])[cH:18][cH:19]2)[cH:5][c:6]([C:7](=[O:8])[OH:9])[cH:10][cH:11]1.[CH:25]1([NH2:28])[CH2:26][CH2:27]1>>[CH3:1][O:2][c:3]1[c:4]([CH:12]=[CH:13][c:14]2[cH:15][cH:16][c:17]([O:20][C:21]([F:22])([F:23])[F:24])[cH:18][cH:19]2)[cH:5][c:6]([C:7](=[O:8])[NH:28][CH:25]2[CH2:26][CH2:27]2)[cH:10][cH:11]1.